From a dataset of the Open Reaction Database (ORD), a public repository of structured organic reaction records. describe an organic reaction: reactants, conditions, products, and yield The product is O=c1[nH]c2ccc(NCCCc3ccccc3)cc2o1. Reaction SMILES: [BH4-:24].[CH3:22][OH:23].[CH3:32][CH2:33][OH:34].[NH2:1][c:2]1[cH:3][c:4]2[c:5]([nH:6][c:7](=[O:9])[o:8]2)[cH:10][cH:11]1.[Na+:25].[c:12]1([CH2:18][CH2:19][CH:20]=[O:21])[cH:13][cH:14][cH:15][cH:16][cH:17]1.[cH:26]1[cH:27][cH:28][cH:29][cH:30][cH:31]1>>[NH:1]([c:2]1[cH:3][c:4]2[c:5]([nH:6][c:7](=[O:9])[o:8]2)[cH:10][cH:11]1)[CH2:20][CH2:19][CH2:18][c:12]1[cH:13][cH:14][cH:15][cH:16][cH:17]1. The reactants are [BH4-], CO, CCO, Nc1ccc2[nH]c(=O)oc2c1, [Na+], O=CCCc1ccccc1, c1ccccc1. The reactants are C=CCOc1cccc([N+](=O)[O-])c1C#N, ClC(Cl)Cl, O=C(OO)c1cccc(Cl)c1. The product is N#Cc1c(OCC2CO2)cccc1[N+](=O)[O-]. RXN SMILES: [CH2:1]([CH:2]=[CH2:3])[O:4][c:5]1[c:6]([C:7]#[N:8])[c:9]([N+:13](=[O:14])[O-:15])[cH:10][cH:11][cH:12]1.[CH:27]([Cl:28])([Cl:29])[Cl:30].[Cl:16][c:17]1[cH:18][cH:19][cH:20][c:21]([C:22]([O:23][OH:25])=[O:24])[cH:26]1>>[CH2:1]([CH:2]1[CH2:3][O:24]1)[O:4][c:5]1[c:6]([C:7]#[N:8])[c:9]([N+:13](=[O:14])[O-:15])[cH:10][cH:11][cH:12]1. Starting materials: CN(CCCN)CCC(C1=NC=CC=C1)C1=CC=CC=C1 (N-methyl-N-[3-phenyl-3-(2-pyridyl)propyl]-1,3-propanediamine), C(#N)NC(OC1=CC=CC=C1)=NCCCOC1=CC(=CC=C1)CN1CCCCC1 (N-cyano-O-phenyl-N'-[3-[3-(piperidinomethyl)phenoxy]propyl]isourea). The product is C(#N)NC(=NCCCOC1=CC(=CC=C1)CN1CCCCC1)NCCCN(C)CCC(C1=NC=CC=C1)C1=CC=CC=C1 (N-cyano-N'-[3-[N-[3-phenyl-3-(2-pyridyl)propyl]-N-methylamino]propyl]-N"-[3-[3-(piperidinomethyl)phenoxy]propyl]guanidine). RXN SMILES: [CH3:1][N:2]([CH2:7][CH2:8][CH:9]([C:16]1[CH:21]=[CH:20][CH:19]=[CH:18][CH:17]=1)[C:10]1[CH:15]=[CH:14][CH:13]=[CH:12][N:11]=1)[CH2:3][CH2:4][CH2:5][NH2:6].[C:22]([NH:24][C:25](=[N:33][CH2:34][CH2:35][CH2:36][O:37][C:38]1[CH:43]=[CH:42][CH:41]=[C:40]([CH2:44][N:45]2[CH2:50][CH2:49][CH2:48][CH2:47][CH2:46]2)[CH:39]=1)OC1C=CC=CC=1)#[N:23]>>[C:22]([NH:24][C:25]([NH:6][CH2:5][CH2:4][CH2:3][N:2]([CH2:7][CH2:8][CH:9]([C:16]1[CH:21]=[CH:20][CH:19]=[CH:18][CH:17]=1)[C:10]1[CH:15]=[CH:14][CH:13]=[CH:12][N:11]=1)[CH3:1])=[N:33][CH2:34][CH2:35][CH2:36][O:37][C:38]1[CH:43]=[CH:42][CH:41]=[C:40]([CH2:44][N:45]2[CH2:46][CH2:47][CH2:48][CH2:49][CH2:50]2)[CH:39]=1)#[N:23]. Procedure details: Preparation is effected analogously to Example 1, using 0.57 g (2 mmol) of N-methyl-N-[3-phenyl-3-(2-pyridyl)propyl]-1,3-propanediamine and the equimolar amount of N-cyano-O-phenyl-N'-[3-[3-(piperidinomethyl)phenoxy]propyl]isourea as starting materials. Working up by chromatography analogously to Example 1 yields the purified title compound in the form of a viscous oil; IR (KBr): 2164 cm-1 (C≡N).